This data is from the Open Reaction Database (ORD), a public repository of structured organic reaction records. The task is: describe an organic reaction: reactants, conditions, products, and yield The reactants are ClC(=O)OCC1=CC=CC=C1 (benzyl chloroformate), C(C)(C)N(CC)C(C)C (diisopropylethylamine), C(#N)C=1C=C2C(=CNC2=CC1)CCN (5-cyano-1H-indole-3-ethanamine). The solvent is O1CCCC1 (tetrahydrofuran), O1CCCC1 (tetrahydrofuran). Reaction conditions: time 1.5 hour. The product is C(#N)C=1C=C2C(=CNC2=CC1)CCNC(OCC1=CC=CC=C1)=O (Phenylmethyl [2-(5-cyano-1H-indol-3-yl)ethyl]carbamate). Yield: 75.2%. Reaction SMILES: C(N(C(C)C)CC)(C)C.[C:10]([C:12]1[CH:13]=[C:14]2[C:18](=[CH:19][CH:20]=1)[NH:17][CH:16]=[C:15]2[CH2:21][CH2:22][NH2:23])#[N:11].Cl[C:25]([O:27][CH2:28][C:29]1[CH:34]=[CH:33][CH:32]=[CH:31][CH:30]=1)=[O:26]>O1CCCC1>[C:10]([C:12]1[CH:13]=[C:14]2[C:18](=[CH:19][CH:20]=1)[NH:17][CH:16]=[C:15]2[CH2:21][CH2:22][NH:23][C:25](=[O:26])[O:27][CH2:28][C:29]1[CH:34]=[CH:33][CH:32]=[CH:31][CH:30]=1)#[N:11]. Procedure: A solution of diisopropylethylamine (6.11 g), in dry tetrahydrofuran (20 ml) was added to a stirred solution of 5-cyano-1H-indole-3-ethanamine (7.3 g) in dry tetrahydrofuran (250 ml). A solution of benzyl chloroformate (7.73 g) in dry tetrahydroguran (20 ml) was then added at room temperature. After stirring for 1.5 h the reaction mixture was partitioned between water (100 ml). The aqueous layer was separated and extracted with ethyl acetate (4×50 ml). The combined organic solutions were washed ...